Dataset: the Open Reaction Database (ORD), a public repository of structured organic reaction records. Task: describe an organic reaction: reactants, conditions, products, and yield Starting materials: [H-].[Na+] (NaH), ClC1C(=CN=C(N1)N)[N+](=O)[O-] (6-chloro-5-nitro-1,6-dihydropyrimidin-2-amine), IC1=CC=C2C=NNC2=C1 (6-iodo-1H-indazole), [H-].[Na+] (NaH), ClC1C(=CN=C(N1)N)[N+](=O)[O-] (6-chloro-5-nitro-1,6-dihydropyrimidin-2-amine). Run in CN(C)C=O (DMF). Conditions: time 20 minute. The product is IC1=CC=C2C=NN(C2=C1)C1=NC(=NC=C1[N+](=O)[O-])N (4-(6-iodo-1H-indazol-1-yl)-5-nitropyrimidin-2-amine). RXN SMILES: [I:1][C:2]1[CH:10]=[C:9]2[C:5]([CH:6]=[N:7][NH:8]2)=[CH:4][CH:3]=1.[H-].[Na+].Cl[CH:14]1[NH:19][C:18]([NH2:20])=[N:17][CH:16]=[C:15]1[N+:21]([O-:23])=[O:22]>CN(C=O)C>[I:1][C:2]1[CH:10]=[C:9]2[C:5]([CH:6]=[N:7][N:8]2[C:16]2[C:15]([N+:21]([O-:23])=[O:22])=[CH:14][N:19]=[C:18]([NH2:20])[N:17]=2)=[CH:4][CH:3]=1 |f:1.2|. Procedure: To a solution of 6-iodo-1H-indazole (537 mg, 2.20 mmol) in DMF (16 mL) was added NaH (60% oil dispersion) (132 mg, 3.30 mmol) at 0° C. Mixture was stirred at RT for 10 min before addition of a portion of 6-chloro-5-nitro-1,6-dihydropyrimidin-2-amine (60% pure, 500 mg, 1.71 mmol). The mixture was stirred at RT for 20 min. Another portion of NaH (60% oil dispersion) (132 mg, 3.30 mmol) was added at RT. After 10 min, another portion of 6-chloro-5-nitro-1,6-dihydropyrimidin-2-amine (60% pure, 300 mg... The reactants are Br.FC1=C(C=CC=C1)NC=1SC=C(N1)C1=CC(SC1=C)C(=S)OC (Methyl 4-{2-[(2-fluorophenyl)amino](1,3-thiazol-4-yl)}-5-methlylthiothiophene-2-carboxylate hydrobromide), BrCC(=O)C=1C=C(SC1C)C(=S)OC (Methyl 4-(2-bromoacetyl)-5-methylthiothiophene-2-carboxylate), FC1=C(C=CC=C1)NC(=S)N (2-fluorophenyl thiourea). Product: Br.FC1=C(C=CC=C1)NC=1SC=C(N1)C=1C=C(SC1C)C(=S)OC (methyl 4-{2-[(2-fluorophenyl)amino](1,3-thiazol-4-yl)}-5-methylthiothiophene-2-carboxylate hydrobromide). Yield: 70.0%. As a reaction SMILES: Br.[F:2][C:3]1[CH:8]=[CH:7][CH:6]=[CH:5][C:4]=1[NH:9][C:10]1[S:11][CH:12]=[C:13]([C:15]2[C:19](=[CH2:20])[S:18][CH:17]([C:21]([O:23][CH3:24])=[S:22])[CH:16]=2)[N:14]=1.[Br:25]CC(C1C=C(C(OC)=S)SC=1C)=O.FC1C=CC=CC=1NC(N)=S>>[BrH:25].[F:2][C:3]1[CH:8]=[CH:7][CH:6]=[CH:5][C:4]=1[NH:9][C:10]1[S:11][CH:12]=[C:13]([C:15]2[CH:16]=[C:17]([C:21]([O:23][CH3:24])=[S:22])[S:18][C:19]=2[CH3:20])[N:14]=1 |f:0.1,4.5|. Procedure: Methyl 4-{2-[(2-fluorophenyl)amino](1,3-thiazol-4-yl)}-5-methlylthiothiophene-2-carboxylate hydrobromide: Methyl 4-(2-bromoacetyl)-5-methylthiothiophene-2-carboxylate (60 mg, 0.19 mmol) was allowed to react with 2-fluorophenyl thiourea as described in Example 154, step (a) to give 55.6 mg (70% yield) of methyl 4-{2-[(2-fluorophenyl)amino](1,3-thiazol-4-yl)}-5-methylthiothiophene-2-carboxylate hydrobromide. 1H NMR (DMSO-d6, 300 MHz) δ 2.68 (s, 3H), 3.83 (s, 3H), 6.96-7.04 (m, 1H), 7.14-7.29 (m, 3... As a reaction SMILES: NC1C=CC2NC=C3C(=O)N(C4C=CC=CC=4)N=C3C=2C=1.[Cl:22][C:23]1[CH:28]=[CH:27][C:26]([N:29]2[C:44](=[O:45])[C:32]3=[CH:33][NH:34][C:35]4[CH:36]=[CH:37][C:38]([N+:41]([O-])=O)=[CH:39][C:40]=4[C:31]3=[N:30]2)=[CH:25][CH:24]=1>>[NH2:41][C:38]1[CH:37]=[CH:36][C:35]2[NH:34][CH:33]=[C:32]3[C:44](=[O:45])[N:29]([C:26]4[CH:25]=[CH:24][C:23]([Cl:22])=[CH:28][CH:27]=4)[N:30]=[C:31]3[C:40]=2[CH:39]=1. The product is NC1=CC=2C=3C(=CNC2C=C1)C(N(N3)C3=CC=C(C=C3)Cl)=O (8-Amino-2-(4-chlorophenyl)-2,5-dihydro-pyrazolo-[4,3-c]quinolin-3-one). Reported procedure: The title compound was prepared following the procedure described for 6a using 5b. 1H-NMR (DMSO-d6) δ (ppm): 7.19 (1H, tt, J=7.32, 1.22 Hz), 7.44 (4H, m), 8.22 (4H, m), 8.48 (1H, d, J=6.59 Hz). m/z 311.8 (MH+). Starting materials: NC1=CC=2C=3C(=CNC2C=C1)C(N(N3)C3=CC=CC=C3)=O (8-Amino-2-phenyl-2,5-dihydro-pyrazolo-[4,3-c]quinolin-3-one), ClC1=CC=C(C=C1)N1N=C2C(=CNC=3C=CC(=CC23)[N+](=O)[O-])C1=O (2-(4′-Chlorophenyl)-8-nitro-2,5-dihydro-pyrazolo-[4,3-c]quinolin-3-one). Starting materials: NN1C(C2=CC=CC=C2C(=N1)C(F)(F)F)=O (2-amino-4-(trifluoromethyl)phthalazin-1(2H)-one), N1=CC=CC=C1 (pyridine), S1C=C(C=C1)CC(=O)Cl (2-(thiophen-3-yl)acetyl chloride). Solvent: ClCCl (dichloromethane). Conditions: time 3 hour. Product: O=C1N(N=C(C2=CC=CC=C12)C(F)(F)F)NC(CC1=CSC=C1)=O (N-[1-oxo-4-(trifluoromethyl)phthalazin-2(1H)-yl]-2-(3-thienyl)acetamide). Yield: 73.6%. Reaction SMILES: [NH2:1][N:2]1[N:11]=[C:10]([C:12]([F:15])([F:14])[F:13])[C:9]2[C:4](=[CH:5][CH:6]=[CH:7][CH:8]=2)[C:3]1=[O:16].N1C=CC=CC=1.[S:23]1[CH:27]=[CH:26][C:25]([CH2:28][C:29](Cl)=[O:30])=[CH:24]1>ClCCl>[O:16]=[C:3]1[C:4]2[C:9](=[CH:8][CH:7]=[CH:6][CH:5]=2)[C:10]([C:12]([F:15])([F:13])[F:14])=[N:11][N:2]1[NH:1][C:29](=[O:30])[CH2:28][C:25]1[CH:26]=[CH:27][S:23][CH:24]=1. Procedure: A mixture of the product of Example 11B (30.2 mg, 0.13 mmol), pyridine (0.14 mL, 0.17 mmol), and 2-(thiophen-3-yl)acetyl chloride (24.0 mg, 0.15 mmol) in dichloromethane (0.4 mL) was stirred for 3 hours, concentrated, and chromatographed (20% acetone/hexanes) to give the title compound (33.8 mg) as a white solid. 1H NMR (300 MHz, DMSO-d6) δ ppm 11.82-11.94 (m, 1H), 8.44 (dd, J=7.9, 1.5 Hz, 1H), 8.11-8.17 (m, 1H), 8.00-8.09 (m, 2H), 7.36-7.58 (m, 2H), 7.14 (dd, J=4.9, 1.3 Hz, 1H), 3.74 (s, 2H); M... The reactants are FC(F)(c1ccccc1)C(F)(F)c1ccccc1CBr, N#C[K], O. Yields the product N#CCc1ccccc1C(F)(F)C(F)(F)c1ccccc1. Reaction SMILES: [F:1][C:2]([C:3]([F:4])([F:5])[c:6]1[cH:7][cH:8][cH:9][cH:10][cH:11]1)([F:12])[c:13]1[c:14]([CH2:15][Br:16])[cH:17][cH:18][cH:19][cH:20]1.[K:21][C:22]#[N:23].[OH2:24]>>[F:1][C:2]([C:3]([F:4])([F:5])[c:6]1[cH:7][cH:8][cH:9][cH:10][cH:11]1)([F:12])[c:13]1[c:14]([CH2:15][C:22]#[N:23])[cH:17][cH:18][cH:19][cH:20]1. Starting materials: ClC=1C=C(C=CC1Cl)C1C(NNC1C1=CC=NC=C1)=O (4-(3,4-Dichloro-phenyl)-5-pyridin-4-yl-pyrazolidin-3-one), N1=CC(=CC=C1)C=O (3-pyridinecarboxaldehyde), NaBH3(CN). Solvent: C(Cl)(Cl)Cl (chloroform). Conditions: temperature 50 celsius, time 1 hour. The product is ClC=1C=C(C=CC1Cl)C1C(NN(C1C1=CC=NC=C1)CC=1C=NC=CC1)=O (4-(3,4-Dichloro-phenyl)-5-pyridin-4-yl-1-pyridin-3-ylmethyl-pyrazolidin-3-one), solid. Reaction SMILES: [Cl:1][C:2]1[CH:3]=[C:4]([CH:9]2[CH:13]([C:14]3[CH:19]=[CH:18][N:17]=[CH:16][CH:15]=3)[NH:12][NH:11][C:10]2=[O:20])[CH:5]=[CH:6][C:7]=1[Cl:8].[N:21]1[CH:26]=[CH:25][CH:24]=[C:23]([CH:27]=O)[CH:22]=1>C(Cl)(Cl)Cl>[Cl:1][C:2]1[CH:3]=[C:4]([CH:9]2[CH:13]([C:14]3[CH:19]=[CH:18][N:17]=[CH:16][CH:15]=3)[N:12]([CH2:27][C:23]3[CH:22]=[N:21][CH:26]=[CH:25][CH:24]=3)[NH:11][C:10]2=[O:20])[CH:5]=[CH:6][C:7]=1[Cl:8]. Procedure details: To a solution of 4-(3,4-Dichloro-phenyl)-5-pyridin-4-yl-pyrazolidin-3-one 0.30 g and 0.12 mL 3-pyridinecarboxaldehyde in chloroform 20 mL was added NaBH3(CN) 0.1 g at 0° C., the reaction was warmed 50° C. and stirred for 1 hour. The reaction was quenched with sat.NaHCO3 25 mL at 0° C. The reaction mixture was extracted with dichloromethane, 3×50 mL. The combined organic phase was washed with brine, dried over anhydrous Na2SO4. After purification by flash chromatography, the title compound was ob... Reactants: ClC1=NC=CN=C1NN (2-chloro-3-hydrazinopyrazine), FC1=C(C=CC=C1)CC(OCC)(OCC)OCC (1-fluoro-2-(2,2,2-triethoxyethyl)benzene), 1(A), N1C(C(NC=C1)=O)=O (2,3(1H,4H)-pyrazinedione), ClC=1C(=NC=CN1)Cl (dichloropyrazine), NN (hydrazine). Solvent: C=1(C(=CC=CC1)C)C (xylene). The product is ClC1=NC=CN=C1NN (2-Chloro-3-hydrazinopyrazine), C(C1=CC=CC=C1)C1=NN=C2N1C=CN=C2Cl (3-benzyl-8-chloro-1,2,4-triazolo[4,3-a]pyrazine). Isolated yield 96.0%. As a reaction SMILES: N1C=CNC(=O)C1=O.ClC1C(Cl)=NC=CN=1.NN.[Cl:19][C:20]1[C:25]([NH:26][NH2:27])=[N:24][CH:23]=[CH:22][N:21]=1.F[C:29]1[CH:34]=[CH:33][CH:32]=[CH:31][C:30]=1[CH2:35][C:36](OCC)(OCC)OCC>C1(C)C(C)=CC=CC=1>[Cl:19][C:20]1[C:25]([NH:26][NH2:27])=[N:24][CH:23]=[CH:22][N:21]=1.[CH2:35]([C:36]1[N:24]2[CH:23]=[CH:22][N:21]=[C:20]([Cl:19])[C:25]2=[N:26][N:27]=1)[C:30]1[CH:31]=[CH:32][CH:33]=[CH:34][CH:29]=1. Reported procedure: 2-Chloro-3-hydrazinopyrazine was prepared in four steps. The procedure of J. Adachi and N. Sato, J.Org.Chem. 37, 221 (1972) was used to prepare 2,3(1H,4H)-pyrazinedione in two steps, followed by chlorination and reaction of the dichloropyrazine with hydrazine as described in S. W. Schneller and J. L. May, J.Het.Chem. 15,987 (1978). A mixture of 2-chloro-3-hydrazinopyrazine (8.51 g, 58.9 mmol), 1-fluoro-2-(2,2,2-triethoxyethyl)benzene from 1(A) (34.7 g, 135 mmol) and xylene (125 mL) (dried over c... Reaction SMILES: [Br-].[C:2]1([P+:8]2([C:31]3[CH:36]=[CH:35][CH:34]=[CH:33][CH:32]=3)[CH2:14][C:13]3[CH:15]=[CH:16][C:17]4[C:22]([C:12]=3[C:11]3[C:23]5[CH:24]=[CH:25][CH:26]=[CH:27][C:28]=5[CH:29]=[CH:30][C:10]=3[CH2:9]2)=[CH:21][CH:20]=[CH:19][CH:18]=4)[CH:7]=[CH:6][CH:5]=[CH:4][CH:3]=1.[OH-:37].[Na+]>C(O)C>[C:2]1([P:8]([CH2:9][C:10]2[CH:30]=[CH:29][C:28]3[C:23](=[CH:24][CH:25]=[CH:26][CH:27]=3)[C:11]=2[C:12]2[C:22]3[C:17](=[CH:18][CH:19]=[CH:20][CH:21]=3)[CH:16]=[CH:15][C:13]=2[CH3:14])([C:31]2[CH:36]=[CH:35][CH:34]=[CH:33][CH:32]=2)=[O:37])[CH:3]=[CH:4][CH:5]=[CH:6][CH:7]=1 |f:0.1,2.3|. The product is C1(=CC=CC=C1)P(=O)(C1=CC=CC=C1)CC1=C(C2=CC=CC=C2C=C1)C1=C(C=CC2=CC=CC=C12)C (2-diphenylphosphinylmethyl-2'-methyl-1,1'-binaphthyl). Reported procedure: 4 g (7.3 mmol) of 4,4-diphenyl-4,5-dihydro-3H-dinaphtho-[2,1-c:1',2'-e]phosphepinium bromide are suspended in a mixture of 80 ml of 2N sodium hydroxide solution and 30 ml of ethanol and heated to boiling for 4 hours. The reaction solution is subsequently evaporated to dryness at 12 torr/40° C. The residue is taken up in 80 ml of dichloromethane and extracted twice with 30 ml of water each time. The organic phase is dried over sodium sulfate and evaporated to dryness at 12 torr/40° C. This gives ... Solvent: C(C)O (ethanol). Conditions: time 4 hour. Reactants: [Br-].C1(=CC=CC=C1)[P+]1(CC2=C(C3=C(C1)C=CC1=CC=CC=C13)C=1C=CC=CC1C=C2)C2=CC=CC=C2 (4,4-diphenyl-4,5-dihydro-3H-dinaphtho-[2,1-c:1',2'-e]phosphepinium bromide), [OH-].[Na+] (sodium hydroxide). Starting materials: CCOC(C)=O, [Cl-], [H-], CI, [Na+], [Na+], [Na+], O=C([O-])O, CN(C)C=O, O, CCOC(=O)c1cc(O)c2[nH]nc(C)c2c1. Product: CCOC(=O)c1cc(OC)c2[nH]nc(C)c2c1. RXN SMILES: [CH3:26][CH2:27][O:28][C:29]([CH3:30])=[O:31].[Cl-:38].[H-:18].[I:19][CH3:20].[Na+:17].[Na+:36].[Na+:39].[O-:32][C:33]([OH:34])=[O:35].[O:21]=[CH:22][N:23]([CH3:24])[CH3:25].[OH2:37].[OH:1][c:2]1[cH:3][c:4]([C:12](=[O:13])[O:14][CH2:15][CH3:16])[cH:5][c:6]2[c:7]([CH3:11])[n:8][nH:9][c:10]12>>[O:1]([c:2]1[cH:3][c:4]([C:12](=[O:13])[O:14][CH2:15][CH3:16])[cH:5][c:6]2[c:7]([CH3:11])[n:8][nH:9][c:10]12)[CH3:20]. The reactants are CC1=CC=C(CC2=NN=C(C(N2)=O)C(C)NC(C)=O)C=C1 (N-{1-[3-(4-Methylbenzyl)-5-oxo-4,5-dihydro-1,2,4-triazin-6-yl]ethyl}acetamide), [OH-].[Na+] (NaOH). Run in Cl (hydrochloric acid). Yields the product NC(C)C=1C(NC(=NN1)CC1=CC=C(C=C1)C)=O (6-(1-Aminoethyl)-3-(4-methylbenzyl)-1,2,4-triazin-5(4H)-one). Reaction SMILES: [CH3:1][C:2]1[CH:21]=[CH:20][C:5]([CH2:6][C:7]2[NH:12][C:11](=[O:13])[C:10]([CH:14]([NH:16]C(=O)C)[CH3:15])=[N:9][N:8]=2)=[CH:4][CH:3]=1.[OH-].[Na+]>Cl>[NH2:16][CH:14]([C:10]1[C:11](=[O:13])[NH:12][C:7]([CH2:6][C:5]2[CH:20]=[CH:21][C:2]([CH3:1])=[CH:3][CH:4]=2)=[N:8][N:9]=1)[CH3:15] |f:1.2|. Procedure: 20 g (69.9 mmol) of N-{1-[3-(4-methylbenzyl)-5-oxo-4,5-dihydro-1,2,4-triazin-6-yl]ethyl}acetamide (Example 7A) are stirred under reflux in 200 ml of 2 N hydrochloric acid for 18 h. The cooled mixture is then neutralized using 6 N NaOH and evaporated to dryness in vacuo. The residue is suspended in methanol and the salt is separated off. The concentrated filtrate is flash-chromatographed using dichloromethane/methanol 20/1 and 5/1.